describe an organic reaction: reactants, conditions, products, and yield From a dataset of the Open Reaction Database (ORD), a public repository of structured organic reaction records. Reactants: CS(=O)(=O)Cl (methanesulfonyl chloride), CCN(C(C)C)C(C)C (DIPEA), C(C)(C)(C)OC(N(C)C(C)C(NC(C(C)(C)C)C(=O)N1C2C(CC1)NCC2COC2=CC(=C(C=C2)F)F)=O)=O ((1-{1-[6-(3,4-Difluoro-phenoxymethyl)-hexahydro-pyrrolo[3,2-b]pyrrole-1-carbonyl]-2,2-dimethyl-propylcarbamoyl}-ethyl)-methyl-carbamic acid tert-butyl ester). Reagents/catalysts: CN(C)C=1C=CN=CC1 (DMAP). The solvent is C(Cl)Cl (DCM), C(Cl)Cl (DCM). Reaction conditions: time 2.5 hour. Yields the product C(C)(C)(C)OC(N(C)C(C)C(NC(C(C)(C)C)C(=O)N1C2C(CC1)N(CC2COC2=CC(=C(C=C2)F)F)S(=O)(=O)C)=O)=O ((1-{1-[6-(3,4-Difluoro-phenoxymethyl)-4-methanesulfonyl-hexahydro-pyrrolo[3,2-b]pyrrole-1-carbonyl]-2,2-dimethylpropylcarbamoyl}-ethyl)-methyl-carbamic acid tert-butyl ester). Yield: 107.4%. Reaction SMILES: [C:1]([O:5][C:6](=[O:39])[N:7]([CH:9]([C:11](=[O:38])[NH:12][CH:13]([C:18]([N:20]1[CH2:24][CH2:23][CH:22]2[NH:25][CH2:26][CH:27]([CH2:28][O:29][C:30]3[CH:35]=[CH:34][C:33]([F:36])=[C:32]([F:37])[CH:31]=3)[CH:21]12)=[O:19])[C:14]([CH3:17])([CH3:16])[CH3:15])[CH3:10])[CH3:8])([CH3:4])([CH3:3])[CH3:2].CCN(C(C)C)C(C)C.[CH3:49][S:50](Cl)(=[O:52])=[O:51]>C(Cl)Cl.CN(C1C=CN=CC=1)C>[C:1]([O:5][C:6](=[O:39])[N:7]([CH:9]([C:11](=[O:38])[NH:12][CH:13]([C:18]([N:20]1[CH2:24][CH2:23][CH:22]2[N:25]([S:50]([CH3:49])(=[O:52])=[O:51])[CH2:26][CH:27]([CH2:28][O:29][C:30]3[CH:35]=[CH:34][C:33]([F:36])=[C:32]([F:37])[CH:31]=3)[CH:21]12)=[O:19])[C:14]([CH3:16])([CH3:17])[CH3:15])[CH3:10])[CH3:8])([CH3:2])([CH3:3])[CH3:4]. Procedure: A solution of amine 84 (220 mg, 0.4 mmol) in DCM (10 mL) was cooled to 0° C. and treated with DIPEA (0.21 mL, 1.2 mmol) followed by methanesulfonyl chloride (0.03 mL, 0.42 mmol) and DMAP (5 mg, 0.04 mmol). After 2.5 h, the reaction mixture was diluted with DCM, washed successively with 1M HCl, and brine, dried over anhydrous Na2SO4, filtered and concentrated to afford 85 (271 mg, 100%) as a yellow-colored foam that was used without further purification. 1H NMR (CDCl3, 300 MHz): δ7.08 (q, J=9.3, ... Starting materials: O (water), Cl (Hydrogen chloride), stannous chloride, O(C1=CC=CC=C1)C=1C=C(C#N)C=CC1 (3-phenoxybenzonitrile). The solvent is CCOCC (ether). Reaction conditions: time 10 hour. Product: O(C1=CC=CC=C1)C=1C=C(C=O)C=CC1 (3-phenoxybenzaldehyde). Reaction SMILES: Cl.[O:2]([C:9]1[CH:10]=[C:11]([CH:14]=[CH:15][CH:16]=1)[C:12]#N)[C:3]1[CH:8]=[CH:7][CH:6]=[CH:5][CH:4]=1.[OH2:17]>CCOCC>[O:2]([C:9]1[CH:10]=[C:11]([CH:14]=[CH:15][CH:16]=1)[CH:12]=[O:17])[C:3]1[CH:8]=[CH:7][CH:6]=[CH:5][CH:4]=1. Procedure: Hydrogen chloride was introduced until saturation into a solution of 37.9 g of anhydrous stannous chloride (0.2 mole) in 200 ml of anhydrous ether. To the resulting solution, was added 19.5 g of 3-phenoxybenzonitrile (0.1 mole) and the mixture was stirred for 10 hours at room temperature. After addition of 200 ml of water and thorough stirring, the insoluble matter was removed by filtration. The filtrate was separated and the ether layer was further washed three times with 50 ml of water. After ... The reactants are COC(=O)NCCOC(c1cccc(Cl)c1)C1CN(C(=O)OC(C)(C)C)CCO1, ClCCl, O=C(O)C(F)(F)F, [Na+], O=C([O-])O. Product: COC(=O)NCCOC(c1cccc(Cl)c1)C1CNCCO1. Reaction SMILES: [Cl:1][c:2]1[cH:3][c:4]([CH:8]([CH:9]2[O:10][CH2:11][CH2:12][N:13]([C:15]([O:16][C:17]([CH3:18])([CH3:19])[CH3:20])=[O:21])[CH2:14]2)[O:22][CH2:23][CH2:24][NH:25][C:26](=[O:27])[O:28][CH3:29])[cH:5][cH:6][cH:7]1.[Cl:42][CH2:43][Cl:44].[F:35][C:36]([F:37])([F:38])[C:39]([OH:40])=[O:41].[Na+:34].[O-:30][C:31]([OH:32])=[O:33]>>[Cl:1][c:2]1[cH:3][c:4]([CH:8]([CH:9]2[O:10][CH2:11][CH2:12][NH:13][CH2:14]2)[O:22][CH2:23][CH2:24][NH:25][C:26](=[O:27])[O:28][CH3:29])[cH:5][cH:6][cH:7]1.